Dataset: the Open Reaction Database (ORD), a public repository of structured organic reaction records. Task: describe an organic reaction: reactants, conditions, products, and yield Reactants: ClN1C(N(C2=C1C(=CC=C2)Cl)[C@@H]2[C@@H](OC(C)=O)[C@@H](OC(C)=O)[C@@H](O2)COC(C)=O)NC(C)C (3,4-Dichloro-2-(isopropylamino)-1-(2,3,5-tri-O-acetyl-beta-L-ribofuranosyl)-1H-benzimidazole), CO (methanol), C([O-])([O-])=O.[Na+].[Na+] (sodium carbonate), O (water). Solvent: C(C)O (ethanol). Product: ClN1C(N(C2=C1C(=CC=C2)Cl)[C@@H]2[C@@H](O)[C@@H](O)[C@@H](O2)CO)NC(C)C (3,4-Dichloro-2-(isopropylamino)-1-(beta-L-ribofuranosyl)-1H-benzimidazole). RXN SMILES: [Cl:1][N:2]1[C:6]2[C:7]([Cl:11])=[CH:8][CH:9]=[CH:10][C:5]=2[N:4]([C@H:12]2[O:24][C@@H:23]([CH2:25][O:26]C(=O)C)[C@H:18]([O:19]C(=O)C)[C@@H:13]2[O:14]C(=O)C)[CH:3]1[NH:30][CH:31]([CH3:33])[CH3:32].C(=O)([O-])[O-].[Na+].[Na+].O.CO>C(O)C>[Cl:1][N:2]1[C:6]2[C:7]([Cl:11])=[CH:8][CH:9]=[CH:10][C:5]=2[N:4]([C@H:12]2[O:24][C@@H:23]([CH2:25][OH:26])[C@H:18]([OH:19])[C@@H:13]2[OH:14])[CH:3]1[NH:30][CH:31]([CH3:33])[CH3:32] |f:1.2.3|. Procedure: 3,4-Dichloro-2-(isopropylamino)-1-(2,3,5-tri-O-acetyl-beta-L-ribofuranosyl)-1H-benzimidazole (2.06 g, 4.10 mmol), sodium carbonate (0.60 g, 5.66 mmol), water (12 mL), methanol (10 mL), and ethanol (24 mL) were used according to general procedure III. The product was purified by silica gel chromatography using 10:1 dichloromethane/methanol to afford a white solid.